Task: describe an organic reaction: reactants, conditions, products, and yield. Dataset: the Open Reaction Database (ORD), a public repository of structured organic reaction records Reactants: O=[N+]([O-])c1ccccc1S(=O)(=O)Cl, O=C(O)C1CCCN1, [Na+], [Na+], [Na+], O=C([O-])[O-], C1CCOC1, [OH-], O. Yields the product O=C(O)C1CCCN1S(=O)(=O)c1ccccc1[N+](=O)[O-]. Reaction SMILES: [N+:1](=[O:2])([O-:3])[c:4]1[c:5]([S:10](=[O:11])(=[O:12])[Cl:13])[cH:6][cH:7][cH:8][cH:9]1.[NH:14]1[CH:15]([C:16](=[O:17])[OH:18])[CH2:19][CH2:20][CH2:21]1.[Na+:23].[Na+:24].[Na+:25].[O-:26][C:27](=[O:28])[O-:29].[O:31]1[CH2:32][CH2:33][CH2:34][CH2:35]1.[OH-:22].[OH2:30]>>[N+:1](=[O:2])([O-:3])[c:4]1[c:5]([S:10](=[O:11])(=[O:12])[N:14]2[CH:15]([C:16](=[O:17])[OH:18])[CH2:19][CH2:20][CH2:21]2)[cH:6][cH:7][cH:8][cH:9]1.